This data is from the Open Reaction Database (ORD), a public repository of structured organic reaction records. The task is: describe an organic reaction: reactants, conditions, products, and yield Reactants: OC1=CC=NN1C1=NC=CC(=C1)C#N (2-(5-hydroxy-1H-pyrazol-1-yl)pyridine-4-carbonitrile), ClC1=C(C=C(C=C1)CO)OCC1=CC=C(C=C1)F ([4-chloro-3-[(4-fluorophenyl)methoxy]phenyl]methanol). Product: ClC1=C(C=C(C=C1)COC1=CC=NN1C1=NC=CC(=C1)C#N)OCC1=CC=C(C=C1)F (2-[5-[[4-chloro-3-[(4-fluorophenyl)methoxy]phenyl]methoxy]pyrazol-1-yl]pyridine-4-carbonitrile). Reaction SMILES: [OH:1][C:2]1[N:6]([C:7]2[CH:12]=[C:11]([C:13]#[N:14])[CH:10]=[CH:9][N:8]=2)[N:5]=[CH:4][CH:3]=1.[Cl:15][C:16]1[CH:21]=[CH:20][C:19]([CH2:22]O)=[CH:18][C:17]=1[O:24][CH2:25][C:26]1[CH:31]=[CH:30][C:29]([F:32])=[CH:28][CH:27]=1>>[Cl:15][C:16]1[CH:21]=[CH:20][C:19]([CH2:22][O:1][C:2]2[N:6]([C:7]3[CH:12]=[C:11]([C:13]#[N:14])[CH:10]=[CH:9][N:8]=3)[N:5]=[CH:4][CH:3]=2)=[CH:18][C:17]=1[O:24][CH2:25][C:26]1[CH:27]=[CH:28][C:29]([F:32])=[CH:30][CH:31]=1. Procedure: The title compound was prepared from 2-(5-hydroxy-1H-pyrazol-1-yl)pyridine-4-carbonitrile and [4-chloro-3-[(4-fluorophenyl)methoxy]phenyl]methanol according to the procedure for the preparation of Example 39, part C. 1H NMR (400 MHz, CDCl3): δ 5.10 (2H, s), 5.18 (2H, s), 5.68 (1H, d, J=1.6 Hz), 6.97 (1H, dd, J=1.2 Hz, 8.0 Hz), 7.03-7.07 (3H, m), 7.39-7.43 (4H, m), 7.55 (1H, d, J=1.6 Hz), 8.04 (1H, s), 8.67 (1H, d, J=5.2 Hz). [M+H] Calc'd for C23H16ClFN4O2, 435. Found, 435. RXN SMILES: [CH3:23][C:24](=[O:25])[O:26][C:27](=[O:28])[CH3:29].[CH3:39][N:40]([CH3:41])[c:42]1[cH:43][cH:44][n:45][cH:46][cH:47]1.[Cl:36][CH2:37][Cl:38].[NH2:1][c:2]1[s:3][cH:4][c:5](-[c:7]2[cH:8][cH:9][c:10]([CH2:13][CH2:14][NH:15][C:16]([O:17][C:18]([CH3:19])([CH3:20])[CH3:21])=[O:22])[cH:11][cH:12]2)[n:6]1.[cH:30]1[cH:31][cH:32][n:33][cH:34][cH:35]1>>[NH:1]([c:2]1[s:3][cH:4][c:5](-[c:7]2[cH:8][cH:9][c:10]([CH2:13][CH2:14][NH:15][C:16]([O:17][C:18]([CH3:19])([CH3:20])[CH3:21])=[O:22])[cH:11][cH:12]2)[n:6]1)[C:24]([CH3:23])=[O:25]. Starting materials: CC(=O)OC(C)=O, CN(C)c1ccncc1, ClCCl, CC(C)(C)OC(=O)NCCc1ccc(-c2csc(N)n2)cc1, c1ccncc1. Yields the product CC(=O)Nc1nc(-c2ccc(CCNC(=O)OC(C)(C)C)cc2)cs1. Reactants: CS(=O)(=O)N1C=C(C=2C(CC(CC12)C1=C(C=CC=C1)F)=O)C (1-methanesulfonyl-3-methyl-6-(2-fluorophenyl)-4,5,6,7-tetrahydroindol-4-one), C(=N)(N)NN.Cl (aminoguanidine hydrochloride), Cl (hydrochloric acid), O (water). The solvent is C(C)O (ethanol). The product is Cl.FC1=C(C=CC=C1)C1CC(C=2C(=CN(C2C1)S(=O)(=O)C)C)=NNC(=N)N (6-(2-fluorophenyl)-4-guanidinoimino-1-methanesulfonyl-3-methyl-4,5,6,7-tetrahydroindole hydrochloride). The yield is 51.8%. As a reaction SMILES: [CH3:1][S:2]([N:5]1[C:13]2[CH2:12][CH:11]([C:14]3[CH:19]=[CH:18][CH:17]=[CH:16][C:15]=3[F:20])[CH2:10][C:9](=O)[C:8]=2[C:7]([CH3:22])=[CH:6]1)(=[O:4])=[O:3].[C:23]([NH:26][NH2:27])([NH2:25])=[NH:24].[ClH:28].Cl.O>C(O)C>[ClH:28].[F:20][C:15]1[CH:16]=[CH:17][CH:18]=[CH:19][C:14]=1[CH:11]1[CH2:12][C:13]2[N:5]([S:2]([CH3:1])(=[O:4])=[O:3])[CH:6]=[C:7]([CH3:22])[C:8]=2[C:9](=[N:27][NH:26][C:23]([NH2:25])=[NH:24])[CH2:10]1 |f:1.2,6.7|. Procedure details: A mixture of 1-methanesulfonyl-3-methyl-6-(2-fluorophenyl)-4,5,6,7-tetrahydroindol-4-one (0.30 g), aminoguanidine hydrochloride (0.11 g), concentrated hydrochloric acid (0.047 ml), water (0.047 ml) and ethanol (30 ml) was refluxed for 4 hours. Under reduced pressure, the solvent was evaporated, and the residue was recrystallized from ethanol to give 6-(2-fluorophenyl)-4-guanidinoimino-1-methanesulfonyl-3-methyl-4,5,6,7-tetrahydroindole hydrochloride (Compound 16) (0.2 g) as colorless crystals.